From a dataset of the Open Reaction Database (ORD), a public repository of structured organic reaction records. describe an organic reaction: reactants, conditions, products, and yield Reactants: COC1=CC=C(C(=O)O)C=C1 (4-methoxybenzoic acid), C(C)O (ethanol), N,N'-carbonyldiimidazole, NC1=NC2=NC(=CC=C2C=C1)OCC#C (2-amino-7-propargyloxy-1,8-naphthyridine). The solvent is O (water). Reaction conditions: temperature 4 celsius. Yields the product C(C#C)OC1=CC=C2C=CC(=NC2=N1)NC(C1=CC=C(C=C1)OC)=O (N-(7-propargyloxy-1,8-naphthyridin-2-yl)-4-methoxybenzamide). Yield: 60.4%. Reaction SMILES: [CH3:1][O:2][C:3]1[CH:11]=[CH:10][C:6]([C:7]([OH:9])=O)=[CH:5][CH:4]=1.[NH2:12][C:13]1[CH:22]=[CH:21][C:20]2[C:15](=[N:16][C:17]([O:23][CH2:24][C:25]#[CH:26])=[CH:18][CH:19]=2)[N:14]=1.C(O)C>O>[CH2:24]([O:23][C:17]1[N:16]=[C:15]2[C:20]([CH:21]=[CH:22][C:13]([NH:12][C:7](=[O:9])[C:6]3[CH:5]=[CH:4][C:3]([O:2][CH3:1])=[CH:11][CH:10]=3)=[N:14]2)=[CH:19][CH:18]=1)[C:25]#[CH:26]. Procedure details: The procedure is similar to that described in Example 1, but starting with 4-methoxybenzoic acid (11.5 g), N,N'-carbonyldiimidazole (12 g) and 2-amino-7-propargyloxy-1,8-naphthyridine (10 g). The product produced by precipitation in water (15.3 g; m.p. 140° C.) is dissolved in boiling ethanol (190 cc). After 3 hours' cooling at 4° C., the crystallised solid is separated by filtration, washed with ethanol (3×20 cc) and dried at 50° C. under reduced pressure (0.067 kPa). N-(7-propargyloxy-1,8-naph... The reactants are CCC12CCC3=C(CCc4cc(OC)ccc43)C1=CCC21OCCO1, [H][H], [Pd], c1ccccc1. The product is CCC12CCC3=C(CCc4cc(OC)ccc43)C1CCC21OCCO1. Reaction SMILES: [CH2:1]([CH3:2])[C:3]12[C:4]3([CH2:5][CH:6]=[C:7]1[C:8]1=[C:9]([CH2:10][CH2:11]2)[c:12]2[cH:13][cH:14][c:15]([O:20][CH3:21])[cH:16][c:17]2[CH2:18][CH2:19]1)[O:22][CH2:23][CH2:24][O:25]3.[H:26][H:27].[Pd:34].[cH:28]1[cH:29][cH:30][cH:31][cH:32][cH:33]1>>[CH2:1]([CH3:2])[C:3]12[C:4]3([CH2:5][CH2:6][CH:7]1[C:8]1=[C:9]([CH2:10][CH2:11]2)[c:12]2[cH:13][cH:14][c:15]([O:20][CH3:21])[cH:16][c:17]2[CH2:18][CH2:19]1)[O:22][CH2:23][CH2:24][O:25]3. Reactants: O=C([O-])[O-], CCOC(C)=O, CN(C)C=O, O=C(c1cnc(Cl)nc1C(F)(F)F)N1CCOCC1, Sc1cccc(Cl)c1, [Cs+], [Cs+]. The product is O=C(c1cnc(Sc2cccc(Cl)c2)nc1C(F)(F)F)N1CCOCC1. As a reaction SMILES: [C:28](=[O:29])([O-:30])[O-:31].[CH3:39][CH2:40][O:41][C:42](=[O:43])[CH3:44].[CH:34]([N:35]([CH3:36])[CH3:37])=[O:38].[Cl:1][c:2]1[n:3][cH:4][c:5]([C:12](=[O:13])[N:14]2[CH2:15][CH2:16][O:17][CH2:18][CH2:19]2)[c:6]([C:8]([F:9])([F:10])[F:11])[n:7]1.[Cl:20][c:21]1[cH:22][c:23]([SH:27])[cH:24][cH:25][cH:26]1.[Cs+:32].[Cs+:33]>>[c:2]1([S:27][c:23]2[cH:22][c:21]([Cl:20])[cH:26][cH:25][cH:24]2)[n:3][cH:4][c:5]([C:12](=[O:13])[N:14]2[CH2:15][CH2:16][O:17][CH2:18][CH2:19]2)[c:6]([C:8]([F:9])([F:10])[F:11])[n:7]1. Starting materials: C1(=CC=CC=C1)CC#N (phenylacetonitrile), ClC\C=C/CCl (cis-1,4 dichloro-2-butene), N#N (N2), [OH-].[K+] (KOH). The reagents and catalysts are CCCCCCCC[N+](C)(CCCCCCCC)CCCCCCCC.[Cl-] (Aliquat 336). Solvent: C(Cl)Cl (CH2Cl2), O (H2O). Conditions: time 1 hour. The product is C(#N)C1(CC=CC1)C1=CC=CC=C1 (4-Cyano-4-phenylcyclopentene). The yield is 83.2%. As a reaction SMILES: N#N.[C:3]1([CH2:9][C:10]#[N:11])[CH:8]=[CH:7][CH:6]=[CH:5][CH:4]=1.Cl[CH2:13]/[CH:14]=[CH:15]\[CH2:16]Cl.[OH-].[K+]>C(Cl)Cl.CCCCCCCC[N+](CCCCCCCC)(CCCCCCCC)C.[Cl-].O>[C:10]([C:9]1([C:3]2[CH:8]=[CH:7][CH:6]=[CH:5][CH:4]=2)[CH2:16][CH:15]=[CH:14][CH2:13]1)#[N:11] |f:3.4,6.7|. Procedure: To a N2 covered, mechanically stirred solution of 4.93 ml (42.6 mmol) of phenylacetonitrile in 85 ml of CH2Cl2 was added 4.94 ml (46.9 mmol) of cis-1,4 dichloro-2-butene followed by 0.86 g (2.1 mmol) of Aliquat 336. There was then added 5.3 g (85.3 mmol) of powdered KOH in portions over 2.25 hours. A cold water bath was used to control a slight exotherm and keep the reaction temperature at about 25° C. during the addition. The reaction was stirred at room temperature for 1 hour and then heated i...